This data is from the Open Reaction Database (ORD), a public repository of structured organic reaction records. The task is: describe an organic reaction: reactants, conditions, products, and yield Reactants: [H-].[Na+] (sodium hydride), C(#N)CCN1C2=CC=CC=C2C=2C3=C(C4=C(C12)NC=1C=CC=CC14)C(NC3)=O (12-(2-cyanoethyl)-6,7,12,13-tetrahydro-5-oxo-5H-indolo[2,3-a]pyrrolo[3,4-c]carbazole), CI (methyl iodide). Solvent: CN(C=O)C (dimethylformamide). Reaction conditions: time 1 hour. Yields the product C(#N)CCN1C2=CC=CC=C2C=2C3=C(C4=C(C12)N(C=1C=CC=CC14)C)C(NC3)=O (12-(2-cyanoethyl)-6,7,12,13-tetrahydro-13-methyl-5-oxo-5H-indolo[2,3-a]pyrrolo[3,4-c]carbazole). Reaction SMILES: [H-].[Na+].[C:3]([CH2:5][CH2:6][N:7]1[C:19]2[C:18]3[NH:20][C:21]4[CH:22]=[CH:23][CH:24]=[CH:25][C:26]=4[C:17]=3[C:16]3[C:27](=[O:30])[NH:28][CH2:29][C:15]=3[C:14]=2[C:13]2[C:8]1=[CH:9][CH:10]=[CH:11][CH:12]=2)#[N:4].[CH3:31]I>CN(C)C=O>[C:3]([CH2:5][CH2:6][N:7]1[C:19]2[C:18]3[N:20]([CH3:31])[C:21]4[CH:22]=[CH:23][CH:24]=[CH:25][C:26]=4[C:17]=3[C:16]3[C:27](=[O:30])[NH:28][CH2:29][C:15]=3[C:14]=2[C:13]2[C:8]1=[CH:9][CH:10]=[CH:11][CH:12]=2)#[N:4] |f:0.1|. Reported procedure: 36 mg (1.2 mmole) sodium hydride (80% in mineral oil) are suspended under an atmosphere of nitrogen in 50 mL dry dimethylformamide and 365 mg (1 mmole) 12-(2-cyanoethyl)-6,7,12,13-tetrahydro-5-oxo-5H-indolo[2,3-a]pyrrolo[3,4-c]carbazole added portionwise thereto at ambient temperature. After subsidence of the gas evolution, stirring is continued for 1 hour at 20° C. 0.08 mL (1.25 mmole) methyl iodide is then added thereto and stirring continued for 16 hours at ambient temperature. The solvent is... The reactants are ClCCl, CC(=O)Cl, COc1nc(C(F)(F)F)cc(=O)n1-c1cc(O)c(Cl)cc1F, c1ccncc1. The product is COc1nc(C(F)(F)F)cc(=O)n1-c1cc(OC(C)=O)c(Cl)cc1F. Reaction SMILES: [CH2:33]([Cl:34])[Cl:35].[CH3:23][C:24]([Cl:25])=[O:26].[Cl:1][c:2]1[cH:3][c:4]([F:22])[c:5](-[n:9]2[c:10]([O:20][CH3:21])[n:11][c:12]([C:16]([F:17])([F:18])[F:19])[cH:13][c:14]2=[O:15])[cH:6][c:7]1[OH:8].[cH:27]1[cH:28][cH:29][n:30][cH:31][cH:32]1>>[Cl:1][c:2]1[cH:3][c:4]([F:22])[c:5](-[n:9]2[c:10]([O:20][CH3:21])[n:11][c:12]([C:16]([F:17])([F:18])[F:19])[cH:13][c:14]2=[O:15])[cH:6][c:7]1[O:8][C:24]([CH3:23])=[O:26]. Starting materials: CCc1ccc(NC(=O)c2cccc(C(C)(C)C#N)c2)cc1O, O=C([O-])[O-], CN(C)C=O, O=[N+]([O-])c1ccc(Cl)nc1, [K+], [K+]. The product is CCc1ccc(NC(=O)c2cccc(C(C)(C)C#N)c2)cc1Oc1ccc([N+](=O)[O-])cn1. As a reaction SMILES: [C:11](#[N:12])[C:13]([CH3:14])([CH3:15])[c:16]1[cH:17][c:18]([C:19](=[O:20])[NH:21][c:22]2[cH:23][c:24]([OH:30])[c:25]([CH2:28][CH3:29])[cH:26][cH:27]2)[cH:31][cH:32][cH:33]1.[C:34](=[O:35])([O-:36])[O-:37].[CH3:40][N:41]([CH3:42])[CH:43]=[O:44].[Cl:1][c:2]1[n:3][cH:4][c:5]([N+:8](=[O:9])[O-:10])[cH:6][cH:7]1.[K+:38].[K+:39]>>[c:2]1([O:30][c:24]2[cH:23][c:22]([NH:21][C:19]([c:18]3[cH:17][c:16]([C:13]([C:11]#[N:12])([CH3:14])[CH3:15])[cH:33][cH:32][cH:31]3)=[O:20])[cH:27][cH:26][c:25]2[CH2:28][CH3:29])[n:3][cH:4][c:5]([N+:8](=[O:9])[O-:10])[cH:6][cH:7]1.